Dataset: the Open Reaction Database (ORD), a public repository of structured organic reaction records. Task: describe an organic reaction: reactants, conditions, products, and yield Starting materials: solid, Cl.Cl.O1C=CC(=C2C1=CC=C2)C2N(CCCC2)CC[C@@H]2CC[C@H](CC2)N (trans-4-[2-(4-benzofuran-4-yl-piperidin-1-yl)-ethyl]-cyclohexyl-amine dihydrochloride), Cl.Cl.O1C=CC(=C2C1=CC=C2)C2N(CCCC2)CC[C@@H]2CC[C@H](CC2)N (trans-4-[2-(4-benzofuran-4-yl-piperidin-1-yl)-ethyl]-cyclohexyl-amine dihydrochloride), CS(=O)(=O)CC(=O)O (2-methanesulfonyl-acetic acid). Yields the product O1C=CC(=C2C1=CC=C2)C2N(CCCC2)CC[C@@H]2CC[C@H](CC2)NC(CS(=O)(=O)C)=O (trans-N-{4-[2-(4-Benzofuran-4-yl-piperidin-1-yl)-ethyl]-cyclohexyl}-2-methanesulfonyl-acetamide). RXN SMILES: Cl.Cl.[O:3]1[C:8]2=[CH:9][CH:10]=[CH:11][C:7]2=[C:6]([CH:12]2[CH2:17][CH2:16][CH2:15][CH2:14][N:13]2[CH2:18][CH2:19][C@H:20]2[CH2:25][CH2:24][C@H:23]([NH2:26])[CH2:22][CH2:21]2)[CH:5]=[CH:4]1.[CH3:27][S:28]([CH2:31][C:32](O)=[O:33])(=[O:30])=[O:29]>>[O:3]1[C:8]2=[CH:9][CH:10]=[CH:11][C:7]2=[C:6]([CH:12]2[CH2:17][CH2:16][CH2:15][CH2:14][N:13]2[CH2:18][CH2:19][C@H:20]2[CH2:21][CH2:22][C@H:23]([NH:26][C:32](=[O:33])[CH2:31][S:28]([CH3:27])(=[O:30])=[O:29])[CH2:24][CH2:25]2)[CH:5]=[CH:4]1 |f:0.1.2|. Procedure details: The title compound, off-white solid (77 mg, 60%), MS (ISP) m/z=447.4 [(M+H)+], mp 201° C., was prepared in accordance with the general method of example 1 from trans-4-[2-(4-benzofuran-4-yl-piperidin-1-yl)-ethyl]-cyclohexyl-amine dihydrochloride (intermediate A) (115 mg, 0.29 mmol) and 2-methanesulfonyl-acetic acid. Starting materials: Cn1c2c(ccc1=O)C(=O)CCC2, Cc1ccccc1, NCCc1ccc([N+](=O)[O-])cc1, Cc1ccc(S(=O)(=O)O)cc1. The product is Cn1c2c(ccc1=O)C(NCCc1ccc([N+](=O)[O-])cc1)CCC2. RXN SMILES: [CH3:13][n:14]1[c:15](=[O:25])[cH:16][cH:17][c:18]2[c:23]1[CH2:22][CH2:21][CH2:20][C:19]2=[O:24].[CH3:37][c:38]1[cH:39][cH:40][cH:41][cH:42][cH:43]1.[N+:1](=[O:2])([O-:3])[c:4]1[cH:5][cH:6][c:7]([CH2:10][CH2:11][NH2:12])[cH:8][cH:9]1.[c:26]1([CH3:27])[cH:28][cH:29][c:30]([S:31]([OH:32])(=[O:33])=[O:34])[cH:35][cH:36]1>>[N+:1](=[O:2])([O-:3])[c:4]1[cH:5][cH:6][c:7]([CH2:10][CH2:11][NH:12][CH:19]2[c:18]3[cH:17][cH:16][c:15](=[O:25])[n:14]([CH3:13])[c:23]3[CH2:22][CH2:21][CH2:20]2)[cH:8][cH:9]1.